This data is from the Open Reaction Database (ORD), a public repository of structured organic reaction records. The task is: describe an organic reaction: reactants, conditions, products, and yield Reactants: N=1CCN2C(SCC21)=O (2,7-dihydro-3H-imidazo[1,2-c][1,3]thiazol-5-one), FC(C1=C(CN2CCC(CC2)C=O)C=CC(=C1)C(F)(F)F)(F)F (1-[2,4-bis(trifluoromethyl)benzyl]piperidine-4-carbaldehyde), C(C)(=O)[O-].[NH2+]1CCCCC1 (piperidinium acetate). Solvent: CC(C)O (2-propanol). Run at temperature 60 celsius, time 8 hour. The product is FC(C1=C(CN2CCC(CC2)\C=C/2\C=3N(C(S2)=O)CCN3)C=CC(=C1)C(F)(F)F)(F)F ((7Z)-7-({1-[2,4-bis(trifluoromethyl)benzyl]piperidin-4-yl}methylidene)-2,7-dihydro-3H-imidazo[1,2-c][1,3]thiazol-5-one). Yield: 16.5%. Reaction SMILES: [N:1]1[CH2:2][CH2:3][N:4]2[C:8]=1[CH2:7][S:6][C:5]2=[O:9].[F:10][C:11]([F:32])([F:31])[C:12]1[CH:26]=[C:25]([C:27]([F:30])([F:29])[F:28])[CH:24]=[CH:23][C:13]=1[CH2:14][N:15]1[CH2:20][CH2:19][CH:18]([CH:21]=O)[CH2:17][CH2:16]1.C([O-])(=O)C.[NH2+]1CCCCC1>CC(O)C>[F:32][C:11]([F:10])([F:31])[C:12]1[CH:26]=[C:25]([C:27]([F:30])([F:29])[F:28])[CH:24]=[CH:23][C:13]=1[CH2:14][N:15]1[CH2:20][CH2:19][CH:18](/[CH:21]=[C:7]2/[C:8]3[N:4]([CH2:3][CH2:2][N:1]=3)[C:5](=[O:9])[S:6]/2)[CH2:17][CH2:16]1 |f:2.3|. Procedure details: To a solution of 2,7-dihydro-3H-imidazo[1,2-c][1,3]thiazol-5-one (260 mg) and 1-[2,4-bis(trifluoromethyl)benzyl]piperidine-4-carbaldehyde (620 mg) in 2-propanol (5 mL) was added piperidinium acetate (292 mg) at room temperature. The reaction mixture was stirred at 60° C. overnight, and the solvent was evaporated under reduced pressure. The residue was purified by silica gel column chromatography (NH, ethyl acetate/hexane) and recrystallized from heptane to give the title compound (140 mg). Starting materials: CC(C)(C)n1nc(CCC=O)cc1-c1cccs1, Cc1cccc(N2CCNCC2)c1C, CCN(C(C)C)C(C)C. The product is Cc1cccc(N2CCN(CCCc3cc(-c4cccs4)n(C(C)(C)C)n3)CC2)c1C. RXN SMILES: [C:1]([CH3:2])([CH3:3])([CH3:4])[n:5]1[n:6][c:7]([CH2:15][CH2:16][CH:17]=[O:18])[cH:8][c:9]1-[c:10]1[s:11][cH:12][cH:13][cH:14]1.[CH3:19][c:20]1[c:21]([N:27]2[CH2:28][CH2:29][NH:30][CH2:31][CH2:32]2)[cH:22][cH:23][cH:24][c:25]1[CH3:26].[CH:33]([N:34]([CH2:35][CH3:36])[CH:37]([CH3:38])[CH3:39])([CH3:40])[CH3:41]>>[C:1]([CH3:2])([CH3:3])([CH3:4])[n:5]1[n:6][c:7]([CH2:15][CH2:16][CH2:17][N:30]2[CH2:29][CH2:28][N:27]([c:21]3[c:20]([CH3:19])[c:25]([CH3:26])[cH:24][cH:23][cH:22]3)[CH2:32][CH2:31]2)[cH:8][c:9]1-[c:10]1[s:11][cH:12][cH:13][cH:14]1. Starting materials: CC(C)(C)[Si](C)(C)Cl, CN(C)C=O, CCOCC(O)C(=O)OC, c1c[nH]cn1. Yields the product CCOCC(O[Si](C)(C)C(C)(C)C)C(=O)OC. Reaction SMILES: [C:1]([CH3:2])([CH3:3])([CH3:4])[Si:5]([CH3:6])([CH3:7])[Cl:8].[O:24]=[CH:25][N:26]([CH3:27])[CH3:28].[OH:9][CH:10]([C:11](=[O:12])[O:13][CH3:14])[CH2:15][O:16][CH2:17][CH3:18].[nH:19]1[cH:20][cH:21][n:22][cH:23]1>>[C:1]([CH3:2])([CH3:3])([CH3:4])[Si:5]([CH3:6])([CH3:7])[O:9][CH:10]([C:11](=[O:12])[O:13][CH3:14])[CH2:15][O:16][CH2:17][CH3:18]. Starting materials: BrC=1C=C2C(=C(C=NC2=CC1)C(=O)C1CC1)Cl ((6-bromo-4-chloroquinolin-3-yl)(cyclopropyl)methanone), NC=1C=CC(=NC1)OCCNC(OC(C)(C)C)=O (tert-butyl 2-(5-aminopyridin-2-yloxy)ethylcarbamate). Procedure: Following General procedure C, (6-bromo-4-chloroquinolin-3-yl)(cyclopropyl)methanone (311 mg, 1 mmol) was reacted with tert-butyl 2-(5-aminopyridin-2-yloxy)ethylcarbamate (380 mg, 1.5 mmol) to afford the desired product (332 mg, 63%) as a yellow solid: ESI MS m/z 527 [C25H27BrN4O4+H]+. Reaction SMILES: [Br:1][C:2]1[CH:3]=[C:4]2[C:9](=[CH:10][CH:11]=1)[N:8]=[CH:7][C:6]([C:12]([CH:14]1[CH2:16][CH2:15]1)=[O:13])=[C:5]2Cl.[NH2:18][C:19]1[CH:20]=[CH:21][C:22]([O:25][CH2:26][CH2:27][NH:28][C:29](=[O:35])[O:30][C:31]([CH3:34])([CH3:33])[CH3:32])=[N:23][CH:24]=1>>[Br:1][C:2]1[CH:3]=[C:4]2[C:9](=[CH:10][CH:11]=1)[N:8]=[CH:7][C:6]([C:12]([CH:14]1[CH2:16][CH2:15]1)=[O:13])=[C:5]2[NH:18][C:19]1[CH:20]=[CH:21][C:22]([O:25][CH2:26][CH2:27][NH:28][C:29](=[O:35])[O:30][C:31]([CH3:33])([CH3:32])[CH3:34])=[N:23][CH:24]=1. Yields the product BrC=1C=C2C(=C(C=NC2=CC1)C(=O)C1CC1)NC=1C=CC(=NC1)OCCNC(OC(C)(C)C)=O (tert-butyl 2-(5-(6-bromo-3-(cyclopropanecarbonyl)quinolin-4-ylamino) pyridin-2-yloxy)ethylcarbamate). The yield is 62.9%. Reactants: CO, Cl, C1COCCO1, CC(C)(C)OC(=O)NNC1COCC1O. Product: Cl, NNC1COCC1O. RXN SMILES: [CH3:23][OH:24].[ClH:7].[O:1]1[CH2:2][CH2:3][O:4][CH2:5][CH2:6]1.[OH:8][CH:9]1[CH:10]([NH:14][NH:15][C:16]([O:17][C:18]([CH3:19])([CH3:20])[CH3:21])=[O:22])[CH2:11][O:12][CH2:13]1>>[ClH:7].[OH:8][CH:9]1[CH:10]([NH:14][NH2:15])[CH2:11][O:12][CH2:13]1. Reactants: C1=CCN(Cc2ccccc2)C1, CC(C)=O, [Na+], [Na+], O, O=S(=O)(O)O, O=S(=O)([O-])OOS(=O)(=O)[O-]. The product is c1ccc(CN2CC3OC3C2)cc1. RXN SMILES: [CH2:1]([c:2]1[cH:3][cH:4][cH:5][cH:6][cH:7]1)[N:8]1[CH2:9][CH:10]=[CH:11][CH2:12]1.[CH3:31][C:32](=[O:33])[CH3:34].[Na+:29].[Na+:30].[OH2:18].[S:13]([OH:14])(=[O:15])(=[O:16])[OH:17].[S:19]([O:20][O:21][S:22]([O-:23])(=[O:24])=[O:25])([O-:26])(=[O:27])=[O:28]>>[CH2:1]([c:2]1[cH:3][cH:4][cH:5][cH:6][cH:7]1)[N:8]1[CH2:9][CH:10]2[CH:11]([CH2:12]1)[O:14]2.